Dataset: the Open Reaction Database (ORD), a public repository of structured organic reaction records. Task: describe an organic reaction: reactants, conditions, products, and yield Starting materials: O=C([O-])O, CCOC1(OCC)CCN(Cc2ccccc2)CC1NC(=N)c1nn(C2CCCCO2)c2cc(-c3cc(F)c(OCOCC[Si](C)(C)C)cc3CC)ccc12, CCO, Cl, [Na+]. The product is CCOC1(OCC)CCN(Cc2ccccc2)CC1NC(=N)c1nn(C2CCCCO2)c2cc(-c3cc(F)c(O)cc3CC)ccc12. As a reaction SMILES: [C:57](=[O:58])([O-:59])[OH:60].[CH2:1]([c:2]1[cH:3][cH:4][cH:5][cH:6][cH:7]1)[N:8]1[CH2:9][CH:10]([NH:20][C:21](=[NH:22])[c:23]2[n:24][n:25]([CH:50]3[O:51][CH2:52][CH2:53][CH2:54][CH2:55]3)[c:26]3[cH:27][c:28](-[c:32]4[c:33]([CH2:48][CH3:49])[cH:34][c:35]([O:39][CH2:40][O:41][CH2:42][CH2:43][Si:44]([CH3:45])([CH3:46])[CH3:47])[c:36]([F:38])[cH:37]4)[cH:29][cH:30][c:31]23)[C:11]([O:14][CH2:15][CH3:16])([O:17][CH2:18][CH3:19])[CH2:12][CH2:13]1.[CH3:62][CH2:63][OH:64].[ClH:56].[Na+:61]>>[CH2:1]([c:2]1[cH:3][cH:4][cH:5][cH:6][cH:7]1)[N:8]1[CH2:9][CH:10]([NH:20][C:21](=[NH:22])[c:23]2[n:24][n:25]([CH:50]3[O:51][CH2:52][CH2:53][CH2:54][CH2:55]3)[c:26]3[cH:27][c:28](-[c:32]4[c:33]([CH2:48][CH3:49])[cH:34][c:35]([OH:39])[c:36]([F:38])[cH:37]4)[cH:29][cH:30][c:31]23)[C:11]([O:14][CH2:15][CH3:16])([O:17][CH2:18][CH3:19])[CH2:12][CH2:13]1.